describe an organic reaction: reactants, conditions, products, and yield From a dataset of the Open Reaction Database (ORD), a public repository of structured organic reaction records. Yields the product FC1=CC=C(C=C1)C1(C(NCC1)=O)C1=CC=C(C=C1)F (3,3-bis(4-fluorophenyl)pyrrolidin-2-one). Reagents/catalysts: O=[Pt]=O (PtO2). Reaction SMILES: [C:1]([CH2:3][C:4]([C:17]1[CH:22]=[CH:21][C:20]([F:23])=[CH:19][CH:18]=1)([C:10]1[CH:15]=[CH:14][C:13]([F:16])=[CH:12][CH:11]=1)[C:5](OCC)=[O:6])#[N:2]>C(O)(=O)C.O=[Pt]=O>[F:16][C:13]1[CH:14]=[CH:15][C:10]([C:4]2([C:17]3[CH:22]=[CH:21][C:20]([F:23])=[CH:19][CH:18]=3)[CH2:3][CH2:1][NH:2][C:5]2=[O:6])=[CH:11][CH:12]=1. The reactants are C(#N)CC(C(=O)OCC)(C1=CC=C(C=C1)F)C1=CC=C(C=C1)F (ethyl 3-cyano-2,2-bis(4-fluorophenyl)propanoate). Reported procedure: A solution of the product from Example 58A (20 mg, 0.063 mmol) in acetic acid (4 mL) was added to PtO2 (4.00 mg, 0.018 mmol) in a 50 mL pressure bottle and stirred at room temperature for 12 hours under hydrogen (30 pounds per square inch). The mixture was filtered through a nylon membrane then concentrated to obtain solid. The solid was slurried in 5% ethyl acetate/hexanes, filtered and dried to give the title compound. MS (DCI+) m/z 274 (M+H)+. The solvent is C(C)(=O)O (acetic acid), ethyl acetate hexanes. Reaction conditions: time 12 hour. Starting materials: BrC1=C(CCC1)N1C2=C(C=3C=C(C=CC13)C)CN(CC2)C (5-(2-bromocyclopent-1-enyl)-2,8-dimethyl-2,3,4,5-tetrahydro-1H-pyrido[4,3-b]indole), FC1=CC=C(C=C1)B(O)O (4-fluorophenylboronic acid), C([O-])([O-])=O.[K+].[K+] (potassium carbonate), O (water). Reagents/catalysts: C=1C=CC(=CC1)[P](C=2C=CC=CC2)(C=3C=CC=CC3)[Pd]([P](C=4C=CC=CC4)(C=5C=CC=CC5)C=6C=CC=CC6)([P](C=7C=CC=CC7)(C=8C=CC=CC8)C=9C=CC=CC9)[P](C=1C=CC=CC1)(C=1C=CC=CC1)C=1C=CC=CC1 (Pd(PPh3)4). Run in COCCOC (1,2-dimethoxyethane). Run at temperature 90 celsius, time 45 minute. Product: FC1=CC=C(C=C1)C1=C(CCC1)N1C2=C(C=3C=C(C=CC13)C)CN(CC2)C (5-(2-(4-fluorophenyl)cyclopent-1-enyl)-2,8-dimethyl-2,3,4,5-tetrahydro-1H-pyrido[4,3-b]indole). RXN SMILES: Br[C:2]1[CH2:6][CH2:5][CH2:4][C:3]=1[N:7]1[C:15]2[CH:14]=[CH:13][C:12]([CH3:16])=[CH:11][C:10]=2[C:9]2[CH2:17][N:18]([CH3:21])[CH2:19][CH2:20][C:8]1=2.[F:22][C:23]1[CH:28]=[CH:27][C:26](B(O)O)=[CH:25][CH:24]=1.C(=O)([O-])[O-].[K+].[K+].O>COCCOC.C1C=CC([P]([Pd]([P](C2C=CC=CC=2)(C2C=CC=CC=2)C2C=CC=CC=2)([P](C2C=CC=CC=2)(C2C=CC=CC=2)C2C=CC=CC=2)[P](C2C=CC=CC=2)(C2C=CC=CC=2)C2C=CC=CC=2)(C2C=CC=CC=2)C2C=CC=CC=2)=CC=1>[F:22][C:23]1[CH:28]=[CH:27][C:26]([C:2]2[CH2:6][CH2:5][CH2:4][C:3]=2[N:7]2[C:15]3[CH:14]=[CH:13][C:12]([CH3:16])=[CH:11][C:10]=3[C:9]3[CH2:17][N:18]([CH3:21])[CH2:19][CH2:20][C:8]2=3)=[CH:25][CH:24]=1 |f:2.3.4,^1:48,50,69,88|. Procedure: To a degassed stirred solution of 5-(2-bromocyclopent-1-enyl)-2,8-dimethyl-2,3,4,5-tetrahydro-1H-pyrido[4,3-b]indole (100 mg, 0.29 mmol), 4-fluorophenylboronic acid (81 mg, 0.578 mmol) and potassium carbonate (120 mg, 0.87 mmol) in 1,2-dimethoxyethane (4 mL)-water (2 mL) was added Pd(PPh3)4 (17 mg, 0.0147 mmol). The reaction mixture was stirred at 90° C. for 45 min. The reaction mixture concentrated to dryness, residue diluted with water (20 mL) and extracted with EtOAc (50 mL). The organic laye... Reactants: [OH-].[Na+] (sodium hydroxide), FC1=CC=C(C2=CC=CC=C12)C12CNCC2C1 (1-(4-fluoronaphthalen-1-yl)-3-azabicyclo[3.1.0]hexane), C(C)(=O)O[BH-](OC(C)=O)OC(C)=O.[Na+] (sodium triacetoxyborohydride), C=O (formaldehyde). Run in 1,2-dichloromethane. Product: FC1=CC=C(C2=CC=CC=C12)C12CN(CC2C1)C (1-(4-fluoronaphthalen-1-yl)-3-methyl-3-azabicyclo[3.1.0]hexane). As a reaction SMILES: [F:1][C:2]1[C:11]2[C:6](=[CH:7][CH:8]=[CH:9][CH:10]=2)[C:5]([C:12]23[CH2:17][CH:16]2[CH2:15][NH:14][CH2:13]3)=[CH:4][CH:3]=1.C=O.[C:20](O[BH-](OC(=O)C)OC(=O)C)(=O)C.[Na+].[OH-].[Na+]>>[F:1][C:2]1[C:11]2[C:6](=[CH:7][CH:8]=[CH:9][CH:10]=2)[C:5]([C:12]23[CH2:17][CH:16]2[CH2:15][N:14]([CH3:20])[CH2:13]3)=[CH:4][CH:3]=1 |f:2.3,4.5|. Reported procedure: A stirred solution/suspension of 1-(4-fluoronaphthalen-1-yl)-3-azabicyclo[3.1.0]hexane (215 mg, 0.95 mmol) in 1,2-dichloromethane (12 mL) was treated with 37% aqueous formaldehyde (0.5 mL, 9.5 mmol), then with sodium triacetoxyborohydride (1.25 g, 4.75 mmol), stirred for 3 h, then treated with 1N sodium hydroxide (5 mL). The organic layer was separated and the aqueous solution was extracted with methylene chloride containing a little 2-propanol (2×10 mL). The combined organic solution was dried ... Starting materials: [H-].[Na+] (sodium hydride), C(C1=CC=CC=C1)(=O)C1CNC2=CC=CC=C2C1=O (3-benzoyl-2,3-dihydro-1H-quinolin-4-one), FC1=C(CBr)C=CC=C1 (2-fluorobenzylbromide). The solvent is CN(C=O)C (dimethylformamide). The product is C(C1=CC=CC=C1)(=O)C1=CN(C2=CC=CC=C2C1=O)CC1=C(C=CC=C1)F (3-Benzoyl-1-(2-fluoro-benzyl)-1H-quinolin-4-one). The yield is 37.9%. RXN SMILES: [H-].[Na+].[C:3]([CH:11]1[C:20](=[O:21])[C:19]2[C:14](=[CH:15][CH:16]=[CH:17][CH:18]=2)[NH:13][CH2:12]1)(=[O:10])[C:4]1[CH:9]=[CH:8][CH:7]=[CH:6][CH:5]=1.[F:22][C:23]1[CH:30]=[CH:29][CH:28]=[CH:27][C:24]=1[CH2:25]Br>CN(C)C=O>[C:3]([C:11]1[C:20](=[O:21])[C:19]2[C:14](=[CH:15][CH:16]=[CH:17][CH:18]=2)[N:13]([CH2:25][C:24]2[CH:27]=[CH:28][CH:29]=[CH:30][C:23]=2[F:22])[CH:12]=1)(=[O:10])[C:4]1[CH:5]=[CH:6][CH:7]=[CH:8][CH:9]=1 |f:0.1|. Procedure details: Compound 4u was prepared following the procedure outlined in Step 3 of Example 1 using 16 mg (0.4 mmol) of sodium hydride (60%), 75 mg (0.31 mmol) of 3-benzoyl-2,3-dihydro-1H-quinolin-4-one, 3 mL of anhydrous dimethylformamide, and 74 mg (0.40 mmol) of 2-fluorobenzylbromide. The crude product was purified by flash chromatography to yield 42 mg of a colorless solid 4u: LC-MSD, m/z for C23H16FNO2, [M+H]+=358.4, [M+2H]+=359.4; Reverse phase HPLC (gradient acetonitrile 0.1% TFA 20-95% in 4 min) rete... Starting materials: CC(C)(C)OC(=O)Nc1ccc(B(O)O)cc1, COCCOC, CCCCOC(=O)c1cc(Br)c2c(N)ncnn12, [Na+], [Na+], O=C([O-])[O-], CN(C)C=O, c1ccc(P(c2ccccc2)(c2ccccc2)[Pd](P(c2ccccc2)(c2ccccc2)c2ccccc2)(P(c2ccccc2)(c2ccccc2)c2ccccc2)P(c2ccccc2)(c2ccccc2)c2ccccc2)cc1. The product is CCCCOC(=O)c1cc(-c2ccc(NC(=O)OC(C)(C)C)cc2)c2c(N)ncnn12. As a reaction SMILES: [C:19]([CH3:20])([CH3:21])([CH3:22])[O:23][C:24](=[O:25])[NH:26][c:27]1[cH:28][cH:29][c:30]([B:33]([OH:34])[OH:35])[cH:31][cH:32]1.[CH3:42][O:43][CH2:44][CH2:45][O:46][CH3:47].[NH2:1][c:2]1[n:3][cH:4][n:5][n:6]2[c:7]1[c:8]([Br:18])[cH:9][c:10]2[C:11](=[O:12])[O:13][CH2:14][CH2:15][CH2:16][CH3:17].[Na+:36].[Na+:37].[O-:38][C:39](=[O:40])[O-:41].[O:48]=[CH:49][N:50]([CH3:51])[CH3:52].[cH:53]1[cH:54][cH:55][c:56]([P:57]([Pd:58]([P:59]([c:60]2[cH:61][cH:62][cH:63][cH:64][cH:65]2)([c:66]2[cH:67][cH:68][cH:69][cH:70][cH:71]2)[c:72]2[cH:73][cH:74][cH:75][cH:76][cH:77]2)([P:78]([c:79]2[cH:80][cH:81][cH:82][cH:83][cH:84]2)([c:85]2[cH:86][cH:87][cH:88][cH:89][cH:90]2)[c:91]2[cH:92][cH:93][cH:94][cH:95][cH:96]2)[P:97]([c:98]2[cH:99][cH:100][cH:101][cH:102][cH:103]2)([c:104]2[cH:105][cH:106][cH:107][cH:108][cH:109]2)[c:110]2[cH:111][cH:112][cH:113][cH:114][cH:115]2)([c:116]2[cH:117][cH:118][cH:119][cH:120][cH:121]2)[c:122]2[cH:123][cH:124][cH:125][cH:126][cH:127]2)[cH:128][cH:129]1>>[NH2:1][c:2]1[n:3][cH:4][n:5][n:6]2[c:7]1[c:8](-[c:30]1[cH:29][cH:28][c:27]([NH:26][C:24]([O:23][C:19]([CH3:20])([CH3:21])[CH3:22])=[O:25])[cH:32][cH:31]1)[cH:9][c:10]2[C:11](=[O:12])[O:13][CH2:14][CH2:15][CH2:16][CH3:17]. The reactants are CC1(C)C2CCC1(CS(=O)(=O)O)C(=O)C2, COCCN1CCc2ccc(N)cc2CC1, CC(C)O, CN(C)S(=O)(=O)c1ccccc1Nc1nc(Cl)ncc1Cl. Product: COCCN1CCc2ccc(Nc3ncc(Cl)c(Nc4ccccc4S(=O)(=O)N(C)C)n3)cc2CC1. RXN SMILES: [C:1]12([CH2:2][S:3]([OH:4])(=[O:5])=[O:6])[C:7]([CH3:8])([CH3:9])[CH:10]([CH2:11][CH2:12]1)[CH2:13][C:14]2=[O:15].[CH3:16][O:17][CH2:18][CH2:19][N:20]1[CH2:21][CH2:22][c:23]2[c:24]([cH:27][c:28]([NH2:31])[cH:29][cH:30]2)[CH2:25][CH2:26]1.[CH:53]([OH:54])([CH3:55])[CH3:56].[Cl:32][c:33]1[n:34][cH:35][c:36]([Cl:52])[c:37]([NH:39][c:40]2[c:41]([S:46](=[O:47])(=[O:48])[N:49]([CH3:50])[CH3:51])[cH:42][cH:43][cH:44][cH:45]2)[n:38]1>>[CH3:16][O:17][CH2:18][CH2:19][N:20]1[CH2:21][CH2:22][c:23]2[c:24]([cH:27][c:28]([NH:31][c:33]3[n:34][cH:35][c:36]([Cl:52])[c:37]([NH:39][c:40]4[c:41]([S:46](=[O:47])(=[O:48])[N:49]([CH3:50])[CH3:51])[cH:42][cH:43][cH:44][cH:45]4)[n:38]3)[cH:29][cH:30]2)[CH2:25][CH2:26]1. The reactants are CC(=O)c1ccc(N=CN2CCNC2=N[N+](=O)[O-])cc1, O=C([O-])[O-], CS(C)=O, CCOC(C)=O, ClCc1ccc(Cl)nc1, [K+], [K+], O. The product is CC(=O)c1ccc(N=CN2CCN(Cc3ccc(Cl)nc3)C2=N[N+](=O)[O-])cc1. RXN SMILES: [C:1]([CH3:2])(=[O:3])[c:4]1[cH:5][cH:6][c:7]([N:10]=[CH:11][N:12]2[C:13](=[N:17][N+:18](=[O:19])[O-:20])[NH:14][CH2:15][CH2:16]2)[cH:8][cH:9]1.[C:30](=[O:31])([O-:32])[O-:33].[CH3:36][S:37]([CH3:38])=[O:39].[CH3:40][CH2:41][O:42][C:43](=[O:44])[CH3:45].[Cl:21][c:22]1[n:23][cH:24][c:25]([CH2:28][Cl:29])[cH:26][cH:27]1.[K+:34].[K+:35].[OH2:46]>>[C:1]([CH3:2])(=[O:3])[c:4]1[cH:5][cH:6][c:7]([N:10]=[CH:11][N:12]2[C:13](=[N:17][N+:18](=[O:19])[O-:20])[N:14]([CH2:28][c:25]3[cH:24][n:23][c:22]([Cl:21])[cH:27][cH:26]3)[CH2:15][CH2:16]2)[cH:8][cH:9]1.